Dataset: the Open Reaction Database (ORD), a public repository of structured organic reaction records. Task: describe an organic reaction: reactants, conditions, products, and yield The reactants are OCC=1C=CC(=C(C1)C1=CC2=C(N=C(N=C2)SC)N(C1=O)C)C (6-(5-Hydroxymethyl-2-methyl-phenyl)-8-methyl-2-methylsulfanyl-8H-pyrido[2,3-d]pyrimidin-7-one). Reagents/catalysts: O=[Mn]=O (MnO2). The solvent is C(Cl)Cl (methylene chloride). Reaction conditions: time 48 hour. Product: CC1=C(C=C(C=O)C=C1)C1=CC2=C(N=C(N=C2)SC)N(C1=O)C (4-methyl-3-(8-methyl-2-methylsulfanyl-7-oxo-7,8-dihydro-pyrido[2,3-d]pyrimidin-6-yl)-benzaldehyde). The yield is 56.9%. Reaction SMILES: [OH:1][CH2:2][C:3]1[CH:4]=[CH:5][C:6]([CH3:23])=[C:7]([C:9]2[C:20](=[O:21])[N:19]([CH3:22])[C:12]3[N:13]=[C:14]([S:17][CH3:18])[N:15]=[CH:16][C:11]=3[CH:10]=2)[CH:8]=1>C(Cl)Cl.O=[Mn]=O>[CH3:23][C:6]1[CH:5]=[CH:4][C:3]([CH:2]=[O:1])=[CH:8][C:7]=1[C:9]1[C:20](=[O:21])[N:19]([CH3:22])[C:12]2[N:13]=[C:14]([S:17][CH3:18])[N:15]=[CH:16][C:11]=2[CH:10]=1. Procedure details: 6-(5-Hydroxymethyl-2-methyl-phenyl)-8-methyl-2-methylsulfanyl-8H-pyrido[2,3-d]pyrimidin-7-one (129 mg, 0.394 mmol) was dissolved in 7 mL methylene chloride at room temperature, and MnO2 (343 mg, 3.94 mmol) was added. The reaction mixture was stirred for 48 hours at room temperature, then filtered through Celite. The filtrate was concentrated under reduced pressure, and the residue was purified by preparative TLC plate, eluting with 5% MeOH/DCM, to give 73 mg of 4-methyl-3-(8-methyl-2-methylsulfa... Reactants: C(C)(C)(C)OC(CN)=O (glycine tert-butyl ester), C(C(C)C)=O (isobutyraldehyde). Solvent: C(Cl)Cl (CH2Cl2). Yields the product C(C)(C)(C)OC(C/N=C/C(C)C)=O ([2-methyl-prop-(E)-ylideneamino]-acetic acid tert-butyl ester). The yield is 97.2%. RXN SMILES: [C:1]([O:5][C:6](=[O:9])[CH2:7][NH2:8])([CH3:4])([CH3:3])[CH3:2].[CH:10](=O)[CH:11]([CH3:13])[CH3:12]>C(Cl)Cl>[C:1]([O:5][C:6](=[O:9])[CH2:7]/[N:8]=[CH:10]/[CH:11]([CH3:13])[CH3:12])([CH3:4])([CH3:3])[CH3:2]. Reported procedure: In a manner similar to the method described in Example 1a, glycine tert-butyl ester (0.65 g, 5 mmol) was reacted with isobutyraldehyde (Aldrich) (0.4 g, 5 mmol) in CH2Cl2 at room temperature for 20 h to give [2-methyl-prop-(E)-ylideneamino]-acetic acid tert-butyl ester as a colorless oil (0.9 g, 97%). Starting materials: CC(C)(C)[Mg+], CC(C)(C)Cl, C1CCCCC1, [Cl-], CCC1(c2ccccc2)OC(c2ccc(-c3ccc(Cl)cc3)cc2)OC1=O, Cl, [Mg]. The product is CCC(OCc1ccc(-c2ccc(Cl)cc2)cc1)(C(=O)O)c1ccccc1. Reaction SMILES: [C:2]([Mg+:3])([CH3:4])([CH3:5])[CH3:6].[C:8]([Cl:9])([CH3:10])([CH3:11])[CH3:12].[CH2:41]1[CH2:42][CH2:43][CH2:44][CH2:45][CH2:46]1.[Cl-:1].[Cl:13][c:14]1[cH:15][cH:16][c:17](-[c:20]2[cH:21][cH:22][c:23]([CH:26]3[O:27][C:28]([c:32]4[cH:33][cH:34][cH:35][cH:36][cH:37]4)([CH2:38][CH3:39])[C:29](=[O:31])[O:30]3)[cH:24][cH:25]2)[cH:18][cH:19]1.[ClH:40].[Mg:7]>>[Cl:13][c:14]1[cH:15][cH:16][c:17](-[c:20]2[cH:21][cH:22][c:23]([CH2:26][O:27][C:28]([C:29](=[O:30])[OH:31])([c:32]3[cH:33][cH:34][cH:35][cH:36][cH:37]3)[CH2:38][CH3:39])[cH:24][cH:25]2)[cH:18][cH:19]1. Starting materials: C1(=CC=CC=C1)P(C1=CC=CC=2C(C3=CC=CC(=C3OC12)P(C1=CC=CC=C1)C1=CC=CC=C1)(C)C)C1=CC=CC=C1 (4,5-bis(diphenylphosphino)-9,9-dimethylxanthene), C([O-])([O-])=O.[Cs+].[Cs+] (cesium carbonate), ClC1=C(C#N)C=CC(=C1C)I (2-chloro-4-iodo-3-methylbenzonitrile), C1(CC1)[C@@]1(CC(N[C@H]1CC)=O)O ((4R, 5S) -4-cyclopropyl-5-ethyl-4-hydroxypyrrolidin-2-one). Reagents/catalysts: C=1C=CC(=CC1)/C=C/C(=O)/C=C/C2=CC=CC=C2.C=1C=CC(=CC1)/C=C/C(=O)/C=C/C2=CC=CC=C2.C=1C=CC(=CC1)/C=C/C(=O)/C=C/C2=CC=CC=C2.[Pd].[Pd] (tris(dibenzylideneacetone)dipalladium(0)). Product: ClC1=C(C#N)C=CC(=C1C)N1[C@H]([C@](CC1=O)(O)C1CC1)CC (2-chloro-4-[(2S,3R)-3-cyclopropyl-2-ethyl-3-hydroxy-5-oxopyrrolidin-1-yl]-3-methylbenzonitrile), crystals. Isolated yield 14.0%. As a reaction SMILES: [Cl:1][C:2]1[C:9]([CH3:10])=[C:8](I)[CH:7]=[CH:6][C:3]=1[C:4]#[N:5].[CH:12]1([C@@:15]2([OH:23])[C@H:19]([CH2:20][CH3:21])[NH:18][C:17](=[O:22])[CH2:16]2)[CH2:14][CH2:13]1.C1(P(C2C=CC=CC=2)C2C3OC4C(=CC=CC=4P(C4C=CC=CC=4)C4C=CC=CC=4)C(C)(C)C=3C=CC=2)C=CC=CC=1.C(=O)([O-])[O-].[Cs+].[Cs+]>C1C=CC(/C=C/C(/C=C/C2C=CC=CC=2)=O)=CC=1.C1C=CC(/C=C/C(/C=C/C2C=CC=CC=2)=O)=CC=1.C1C=CC(/C=C/C(/C=C/C2C=CC=CC=2)=O)=CC=1.[Pd].[Pd]>[Cl:1][C:2]1[C:9]([CH3:10])=[C:8]([N:18]2[C:17](=[O:22])[CH2:16][C@:15]([CH:12]3[CH2:14][CH2:13]3)([OH:23])[C@@H:19]2[CH2:20][CH3:21])[CH:7]=[CH:6][C:3]=1[C:4]#[N:5] |f:3.4.5,6.7.8.9.10|. Procedure details: Using 2-chloro-4-iodo-3-methylbenzonitrile (478 mg), (4R, 5S) -4-cyclopropyl-5-ethyl-4-hydroxypyrrolidin-2-one (350 mg), 4,5-bis(diphenylphosphino)-9,9-dimethylxanthene (153 mg), tris(dibenzylideneacetone)dipalladium(0) (79 mg) and cesium carbonate (786 mg), and in the same manner as in Example 62, the title compound was obtained as colorless crystals (yield: 78 mg, 14%). Reactants: NC1=CC=C(C=C1)SC1=C/C(/N(C2=CC=CC=C12)C(=O)OC(C)(C)C)=C/1\C(=NN(C1=O)C(=O)OC(C)(C)C)C(C)C ((Z)-tert-butyl 4-(4-aminophenylthio)-2-(1-(tert-butoxycarbonyl)-3-isopropyl-5-oxo-1H-pyrazol-4(5H)-ylidene)quinoline-1(2H)-carboxylate), C(C)S(=O)(=O)Cl (ethanesulfonyl chloride), C23H24N4O3S2. Yields the product C(C)(C)C/1=NNC(\C1=C\1/NC2=CC=CC=C2C(=C1)SC1=CC=C(C=C1)NS(=O)(=O)CC)=O ((Z)—N-(4-(2-(3-isopropyl-5-oxo-1H-pyrazol-4(5H)-ylidene)-1,2-dihydroquinolin-4-ylthio)phenyl)ethanesulfonamide). Reaction SMILES: [NH2:1][C:2]1[CH:7]=[CH:6][C:5]([S:8][C:9]2[C:18]3[C:13](=[CH:14][CH:15]=[CH:16][CH:17]=3)[N:12](C(OC(C)(C)C)=O)/[C:11](=[C:26]3/[C:27]([CH:39]([CH3:41])[CH3:40])=[N:28][N:29](C(OC(C)(C)C)=O)[C:30]/3=[O:31])/[CH:10]=2)=[CH:4][CH:3]=1.[CH2:42]([S:44](Cl)(=[O:46])=[O:45])[CH3:43]>>[CH:39]([C:27]1=[N:28][NH:29][C:30](=[O:31])/[C:26]/1=[C:11]1\[NH:12][C:13]2[C:18]([C:9]([S:8][C:5]3[CH:6]=[CH:7][C:2]([NH:1][S:44]([CH2:42][CH3:43])(=[O:46])=[O:45])=[CH:3][CH:4]=3)=[CH:10]\1)=[CH:17][CH:16]=[CH:15][CH:14]=2)([CH3:41])[CH3:40]. Reported procedure: Example 22 was synthesized from (Z)-tert-butyl 4-(4-aminophenylthio)-2-(1-(tert-butoxycarbonyl)-3-isopropyl-5-oxo-1H-pyrazol-4(5H)-ylidene)quinoline-1(2H)-carboxylate and ethanesulfonyl chloride according to the procedure described in Example 21. 1H NMR (400 MHz, DMSO-d6) δ ppm 0.99 (d, J=6.82 Hz, 6H) 1.27 (t, J=7.33 Hz, 3H) 2.57 (bs, 1H) 3.27 (q, J=7.33 Hz, 2H) 7.30 (d, J=8.34 Hz, 1H) 7.44 (d, J=8.59 Hz, 2H) 7.59-7.65 (m, 1H) 7.71 (d, J=8.59 Hz, 2H) 7.85-7.91 (m, 2H) 8.13 (d, J=8.34 Hz, 1H) 10....